The task is: describe an organic reaction: reactants, conditions, products, and yield. This data is from the Open Reaction Database (ORD), a public repository of structured organic reaction records. Starting materials: CC(=O)O[BH-](OC(C)=O)OC(C)=O, NC1CCN(Cc2ccccc2)CC1, CC(=O)O, ClCCCl, [Na+], [Na+], [OH-], O=Cc1c[nH]cn1. Yields the product c1ccc(CN2CCC(NCc3c[nH]cn3)CC2)cc1. Reaction SMILES: [C:22]([O:23][BH-:24]([O:25][C:26](=[O:27])[CH3:28])[O:29][C:30](=[O:31])[CH3:32])(=[O:33])[CH3:34].[CH2:1]([c:2]1[cH:3][cH:4][cH:5][cH:6][cH:7]1)[N:8]1[CH2:9][CH2:10][CH:11]([NH2:14])[CH2:12][CH2:13]1.[CH3:42][C:43](=[O:44])[OH:45].[Cl:38][CH2:39][CH2:40][Cl:41].[Na+:35].[Na+:37].[OH-:36].[nH:15]1[cH:16][n:17][c:18]([CH:20]=[O:21])[cH:19]1>>[CH2:1]([c:2]1[cH:3][cH:4][cH:5][cH:6][cH:7]1)[N:8]1[CH2:9][CH2:10][CH:11]([NH:14][CH2:20][c:18]2[n:17][cH:16][nH:15][cH:19]2)[CH2:12][CH2:13]1. Starting materials: CCOC(=O)c1cc2c(OCc3ccccc3)cccc2[nH]1, CO, ClCCl. Product: CCOC(=O)c1cc2c(O)cccc2[nH]1. As a reaction SMILES: [CH2:1]([CH3:2])[O:3][C:4](=[O:5])[c:6]1[nH:7][c:8]2[cH:9][cH:10][cH:11][c:12]([O:15][CH2:16][c:17]3[cH:18][cH:19][cH:20][cH:21][cH:22]3)[c:13]2[cH:14]1.[CH3:23][OH:24].[Cl:25][CH2:26][Cl:27]>>[CH2:1]([CH3:2])[O:3][C:4](=[O:5])[c:6]1[nH:7][c:8]2[cH:9][cH:10][cH:11][c:12]([OH:15])[c:13]2[cH:14]1. The reactants are COC(=O)Cc1cccc(Oc2ccc(Br)cc2CN2C(=O)OCC2Cc2ccccc2)c1, [Li+], [OH-]. The product is O=C(O)Cc1cccc(Oc2ccc(Br)cc2CN2C(=O)OCC2Cc2ccccc2)c1. Reaction SMILES: [CH3:1][O:2][C:3]([CH2:4][c:5]1[cH:6][c:7]([O:11][c:12]2[c:13]([CH2:19][N:20]3[C:21](=[O:32])[O:22][CH2:23][CH:24]3[CH2:25][c:26]3[cH:27][cH:28][cH:29][cH:30][cH:31]3)[cH:14][c:15]([Br:18])[cH:16][cH:17]2)[cH:8][cH:9][cH:10]1)=[O:33].[Li+:34].[OH-:35]>>[O:2]=[C:3]([CH2:4][c:5]1[cH:6][c:7]([O:11][c:12]2[c:13]([CH2:19][N:20]3[C:21](=[O:32])[O:22][CH2:23][CH:24]3[CH2:25][c:26]3[cH:27][cH:28][cH:29][cH:30][cH:31]3)[cH:14][c:15]([Br:18])[cH:16][cH:17]2)[cH:8][cH:9][cH:10]1)[OH:33]. Starting materials: CC(C)N(C)c1nc2c(C(=O)[O-])cccc2o1, Cl, Cl, [Li+], NC1CN2CCC1CC2. The product is CC(C)N(C)c1nc2c(C(=O)NC3CN4CCC3CC4)cccc2o1. RXN SMILES: [CH:1]([CH3:2])([CH3:3])[N:4]([c:5]1[o:6][c:7]2[c:8]([n:9]1)[c:10]([C:14](=[O:15])[O-:16])[cH:11][cH:12][cH:13]2)[CH3:17].[ClH:19].[ClH:20].[Li+:18].[NH2:21][CH:22]1[CH2:23][N:24]2[CH2:25][CH2:26][CH:27]1[CH2:28][CH2:29]2>>[CH:1]([CH3:2])([CH3:3])[N:4]([c:5]1[o:6][c:7]2[c:8]([n:9]1)[c:10]([C:14](=[O:16])[NH:21][CH:22]1[CH2:23][N:24]3[CH2:25][CH2:26][CH:27]1[CH2:28][CH2:29]3)[cH:11][cH:12][cH:13]2)[CH3:17]. The reactants are COc1ccc(CN)cc1, CN1CCCC1=O, N#Cc1cnc(Cl)c2cc(I)sc12, [K+], [K+], O=C([O-])[O-]. Product: COc1ccc(CNc2ncc(C#N)c3sc(I)cc23)cc1. RXN SMILES: [CH3:1][O:2][c:3]1[cH:4][cH:5][c:6]([CH2:7][NH2:8])[cH:9][cH:10]1.[CH3:30][N:31]1[CH2:32][CH2:33][CH2:34][C:35]1=[O:36].[Cl:17][c:18]1[n:19][cH:20][c:21]([C:28]#[N:29])[c:22]2[c:23]1[cH:24][c:25]([I:27])[s:26]2.[K+:11].[K+:12].[O-:13][C:14]([O-:15])=[O:16]>>[CH3:1][O:2][c:3]1[cH:4][cH:5][c:6]([CH2:7][NH:8][c:18]2[n:19][cH:20][c:21]([C:28]#[N:29])[c:22]3[c:23]2[cH:24][c:25]([I:27])[s:26]3)[cH:9][cH:10]1.